This data is from the Open Reaction Database (ORD), a public repository of structured organic reaction records. The task is: describe an organic reaction: reactants, conditions, products, and yield Procedure: Following Step 4 from General Procedure A, 8-(tert-butyldimethylsilyloxy)thieno[2,3-c]quinolin-4(5H)-one (740 mg, 2.2 mmol) was reacted with N-bromosuccinimide (480 mg, 2.7 mmol) to afford the desired product (340 mg, 37%) as a brown solid: ESI MS m/z 411 [C17H20BrNO2SSi+H]+. Yields the product BrC=1C=2C3=C(C(NC2C=CC1O[Si](C)(C)C(C)(C)C)=O)SC=C3 (9-Bromo-8-(tert-butyldimethylsilyloxy)thieno[2,3-c]quinolin-4(5H)-one). Reactants: [Si](C)(C)(C(C)(C)C)OC1=CC=2C3=C(C(NC2C=C1)=O)SC=C3 (8-(tert-butyldimethylsilyloxy)thieno[2,3-c]quinolin-4(5H)-one), BrN1C(CCC1=O)=O (N-bromosuccinimide). The yield is 37.7%. RXN SMILES: [Si:1]([O:8][C:9]1[CH:18]=[CH:17][C:16]2[NH:15][C:14](=[O:19])[C:13]3[S:20][CH:21]=[CH:22][C:12]=3[C:11]=2[CH:10]=1)([C:4]([CH3:7])([CH3:6])[CH3:5])([CH3:3])[CH3:2].[Br:23]N1C(=O)CCC1=O>>[Br:23][C:10]1[C:11]2[C:12]3[CH:22]=[CH:21][S:20][C:13]=3[C:14](=[O:19])[NH:15][C:16]=2[CH:17]=[CH:18][C:9]=1[O:8][Si:1]([C:4]([CH3:7])([CH3:5])[CH3:6])([CH3:3])[CH3:2]. Starting materials: ClC=1C=C2C=CNC2=C(C1)C(=O)O (5-chloro-1H-indol-7-carboxylic acid), C(C)(C)(C)C1=CC=C(CNCCC(C)C=2OC=CC2)C=C1 ([rac]-(4-tert-butyl-benzyl)-(3-furan-2-yl-butyl)-amine), CCN=C=NCCCN(C)C.Cl (EDC.HCl). The product is C(C)(C)(C)C1=CC=C(CN(C(=O)C=2C=C(C=C3C=CNC23)Cl)CCC(C)C=2OC(=CC2)C)C=C1 ([rac]-5-Chloro-1H-indole-7-carboxylic acid (4-tert-butyl-benzyl)-[3-(5-methyl-furan-2-yl)-butyl]-amide). RXN SMILES: [Cl:1][C:2]1[CH:3]=[C:4]2[C:8](=[C:9]([C:11]([OH:13])=O)[CH:10]=1)[NH:7][CH:6]=[CH:5]2.[C:14]([C:18]1[CH:34]=[CH:33][C:21]([CH2:22][NH:23][CH2:24][CH2:25][CH:26]([C:28]2[O:29][CH:30]=[CH:31][CH:32]=2)[CH3:27])=[CH:20][CH:19]=1)([CH3:17])([CH3:16])[CH3:15].[CH3:35]CN=C=NCCCN(C)C.Cl>C(Cl)Cl>[C:14]([C:18]1[CH:34]=[CH:33][C:21]([CH2:22][N:23]([CH2:24][CH2:25][CH:26]([C:28]2[O:29][C:30]([CH3:35])=[CH:31][CH:32]=2)[CH3:27])[C:11]([C:9]2[CH:10]=[C:2]([Cl:1])[CH:3]=[C:4]3[C:8]=2[NH:7][CH:6]=[CH:5]3)=[O:13])=[CH:20][CH:19]=1)([CH3:15])([CH3:16])[CH3:17] |f:2.3|. Run in C(Cl)Cl (DCM). Yield: 65.7%. Procedure: 65 mg (0.33 mol) of 5-chloro-1H-indol-7-carboxylic acid, 89 mg (0.30 mmol) of [rac]-(4-tert-butyl-benzyl)-(3-furan-2-yl-butyl)-amine and 63 mg (0.33 mmol) of EDC.HCl were dissolved in 3 ml DCM. The reaction mixture was stirred at rt over night. The solvent was evaporated and the residue was purified by column chromatography (20 g silica gel, heptane/EtOAc 4:1) to yield 94 mg (66%) product as a colorless viscous oil. MS (ISP) 477.2 (M+H)+. Reactants: C1COCCO1, CC(C)CCN, O=S(=O)(O)CC(O)CCl, [Na], O. The product is CC(C)CCNCC(O)CS(=O)(=O)O. Reaction SMILES: [CH2:17]1[O:18][CH2:19][CH2:20][O:21][CH2:22]1.[CH2:1]([CH2:2][CH:3]([CH3:4])[CH3:5])[NH2:6].[Cl:7][CH2:8][CH:9]([CH2:10][S:11](=[O:12])(=[O:13])[OH:14])[OH:15].[Na:16].[OH2:23]>>[CH2:1]([CH2:2][CH:3]([CH3:4])[CH3:5])[NH:6][CH2:8][CH:9]([CH2:10][S:11](=[O:12])(=[O:13])[OH:14])[OH:15]. Reactants: ClC1=CC=2C3=C(C=NC2C=C1)CN(C(N3C3=CC(=C(C=C3)N3CCN(CC3)C(=O)OC(C)(C)C)C(F)(F)F)=O)C (tert-butyl 4-(4-(9-chloro-3-methyl-2-oxo-3,4-dihydropyrimido[5,4-c]quinolin-1(2H)-yl)-2-(trifluoromethyl)phenyl)piperazine-1-carboxylate), N1=CC(=CC2=CC=CC=C12)B(O)O (quinolin-3-ylboronic acid), bischloroditriphenylphosphine, CC(C)C1=CC(=C(C(=C1)C(C)C)C2=CC=CC=C2P(C(C)(C)C)C(C)(C)C)C(C)C (tert-butyl xphos), C(=O)([O-])[O-].[Na+].[Na+] (Na2CO3), resultant solution. The solvent is O1CCOCC1 (1,4-dioxane). The product is CN1C(N(C2=C(C=NC=3C=CC(=CC23)C=2C=NC3=CC=CC=C3C2)C1)C1=CC(=C(C=C1)N1CCN(CC1)C(=O)OC(C)(C)C)C(F)(F)F)=O (Tert-butyl 4-(4-(3-methyl-2-oxo-9-(quinolin-3-yl)-3,4-dihydropyrimido[5,4-c]quinolin-1(2H)-yl)-2-(trifluoromethyl)phenyl)piperazine-1-carboxylate). The yield is 47.9%. RXN SMILES: Cl[C:2]1[CH:11]=[CH:10][C:9]2[N:8]=[CH:7][C:6]3[CH2:12][N:13]([CH3:40])[C:14](=[O:39])[N:15]([C:16]4[CH:21]=[CH:20][C:19]([N:22]5[CH2:27][CH2:26][N:25]([C:28]([O:30][C:31]([CH3:34])([CH3:33])[CH3:32])=[O:29])[CH2:24][CH2:23]5)=[C:18]([C:35]([F:38])([F:37])[F:36])[CH:17]=4)[C:5]=3[C:4]=2[CH:3]=1.[N:41]1[C:50]2[C:45](=[CH:46][CH:47]=[CH:48][CH:49]=2)[CH:44]=[C:43](B(O)O)[CH:42]=1.CC(C1C=C(C(C)C)C(C2C(P(C(C)(C)C)C(C)(C)C)=CC=CC=2)=C(C(C)C)C=1)C.C([O-])([O-])=O.[Na+].[Na+]>O1CCOCC1>[CH3:40][N:13]1[CH2:12][C:6]2[CH:7]=[N:8][C:9]3[CH:10]=[CH:11][C:2]([C:43]4[CH:42]=[N:41][C:50]5[C:45]([CH:44]=4)=[CH:46][CH:47]=[CH:48][CH:49]=5)=[CH:3][C:4]=3[C:5]=2[N:15]([C:16]2[CH:21]=[CH:20][C:19]([N:22]3[CH2:23][CH2:24][N:25]([C:28]([O:30][C:31]([CH3:32])([CH3:33])[CH3:34])=[O:29])[CH2:26][CH2:27]3)=[C:18]([C:35]([F:36])([F:38])[F:37])[CH:17]=2)[C:14]1=[O:39] |f:3.4.5|. Procedure details: To a solution of tert-butyl 4-(4-(9-chloro-3-methyl-2-oxo-3,4-dihydropyrimido[5,4-c]quinolin-1(2H)-yl)-2-(trifluoromethyl)phenyl)piperazine-1-carboxylate (57 mg, 0.1 mmol) and quinolin-3-ylboronic acid (26 mg, 0.15 mmol) in 1,4-dioxane (2 mL) at room temperature was added bischloroditriphenylphosphine (4 mg, 0.005 mmol), tert-butyl xphos (4 mg, 0.01 mmol), and Na2CO3 (0.3 mL, 0.3 mmol). The resultant solution was heated to 100° C. for 12 h before cooling to room temperature. The reaction mixture... The reactants are O.O.[Sn](Cl)Cl (Tin(II) chloride dihydrate), N(=O)[O-].[Na+] (Sodium nitrite), NC=1C=CC(=NC1)OC (5-amino-2-methoxypyridine), [OH-].[Na+] (sodium hydroxide). The solvent is Cl (hydrochloric acid), O (water), Cl (hydrochloric acid), O (water), C(Cl)(Cl)Cl (chloroform). Conditions: time 30 minute. Yields the product N(N)C=1C=CC(=NC1)OC (5-Hydrazino-2-methoxypyridine). The yield is 60.8%. RXN SMILES: [N:1]([O-])=O.[Na+].[NH2:5][C:6]1[CH:7]=[CH:8][C:9]([O:12][CH3:13])=[N:10][CH:11]=1.O.O.[Sn](Cl)Cl.[OH-].[Na+]>O.Cl.C(Cl)(Cl)Cl>[NH:5]([C:6]1[CH:7]=[CH:8][C:9]([O:12][CH3:13])=[N:10][CH:11]=1)[NH2:1] |f:0.1,3.4.5,6.7|. Procedure details: Sodium nitrite (3.795 g) in water (20 mL) was added dropwise to 5-amino-2-methoxypyridine (6.207 g) in concentrated hydrochloric acid (50 mL) for 80 minutes with ice cooling, followed by stirring at a constant temperature for 30 minutes. Tin(II) chloride dihydrate (39.5 g) in concentrated hydrochloric acid (30 mL) was added dropwise to the reaction mixture at an internal temperature of about 10° C. for 60 minutes, followed by stirring at room temperature for 12.5 hours. Under cooling with ice, s...